From a dataset of the Open Reaction Database (ORD), a public repository of structured organic reaction records. describe an organic reaction: reactants, conditions, products, and yield Starting materials: O=S(=O)(Nc1cncc(Br)c1)c1ccc(F)cc1, O=C([O-])[O-], C1COCCO1, CC(=O)[O-], CC(=O)Nc1cn2nc(Cl)ccc2n1, [K+], [Na+], [Na+], CN(C)C=O. The product is CC(=O)Nc1cn2nc(-c3cncc(NS(=O)(=O)c4ccc(F)cc4)c3)ccc2n1. Reaction SMILES: [Br:1][c:2]1[cH:3][c:4]([NH:8][S:9](=[O:10])(=[O:11])[c:12]2[cH:13][cH:14][c:15]([F:18])[cH:16][cH:17]2)[cH:5][n:6][cH:7]1.[C:38](=[O:39])([O-:40])[O-:41].[CH2:49]1[O:50][CH2:51][CH2:52][O:53][CH2:54]1.[CH3:20][C:21](=[O:22])[O-:23].[Cl:24][c:25]1[cH:26][cH:27][c:28]2[n:29]([n:30]1)[cH:31][c:32]([NH:34][C:35]([CH3:36])=[O:37])[n:33]2.[K+:19].[Na+:42].[Na+:43].[O:44]=[CH:45][N:46]([CH3:47])[CH3:48]>>[c:2]1(-[c:25]2[cH:26][cH:27][c:28]3[n:29]([n:30]2)[cH:31][c:32]([NH:34][C:35]([CH3:36])=[O:37])[n:33]3)[cH:3][c:4]([NH:8][S:9](=[O:10])(=[O:11])[c:12]2[cH:13][cH:14][c:15]([F:18])[cH:16][cH:17]2)[cH:5][n:6][cH:7]1. Starting materials: CCCC[Sn](C#CC1CC(OC)OC1OC)(CCCC)CCCC, Cc1ccccc1, N#Cc1ccc(I)cc1, [Pd], c1ccc(P(c2ccccc2)c2ccccc2)cc1, c1ccc(P(c2ccccc2)c2ccccc2)cc1, c1ccc(P(c2ccccc2)c2ccccc2)cc1, c1ccc(P(c2ccccc2)c2ccccc2)cc1. Product: COC1CC(C#Cc2ccc(C#N)cc2)C(OC)O1. As a reaction SMILES: [CH3:1][O:2][CH:3]1[O:4][CH:5]([O:23][CH3:24])[CH2:6][CH:7]1[C:8]#[C:9][Sn:10]([CH2:11][CH2:12][CH2:13][CH3:14])([CH2:15][CH2:16][CH2:17][CH3:18])[CH2:19][CH2:20][CH2:21][CH3:22].[CH3:34][c:35]1[cH:36][cH:37][cH:38][cH:39][cH:40]1.[I:25][c:26]1[cH:27][cH:28][c:29]([C:30]#[N:31])[cH:32][cH:33]1.[Pd:41].[c:42]1([P:43]([c:44]2[cH:45][cH:46][cH:47][cH:48][cH:49]2)[c:50]2[cH:51][cH:52][cH:53][cH:54][cH:55]2)[cH:56][cH:57][cH:58][cH:59][cH:60]1.[c:61]1([P:62]([c:63]2[cH:64][cH:65][cH:66][cH:67][cH:68]2)[c:69]2[cH:70][cH:71][cH:72][cH:73][cH:74]2)[cH:75][cH:76][cH:77][cH:78][cH:79]1.[c:80]1([P:81]([c:82]2[cH:83][cH:84][cH:85][cH:86][cH:87]2)[c:88]2[cH:89][cH:90][cH:91][cH:92][cH:93]2)[cH:94][cH:95][cH:96][cH:97][cH:98]1.[c:99]1([P:100]([c:101]2[cH:102][cH:103][cH:104][cH:105][cH:106]2)[c:107]2[cH:108][cH:109][cH:110][cH:111][cH:112]2)[cH:113][cH:114][cH:115][cH:116][cH:117]1>>[CH3:1][O:2][CH:3]1[O:4][CH:5]([O:23][CH3:24])[CH2:6][CH:7]1[C:8]#[C:9][c:26]1[cH:27][cH:28][c:29]([C:30]#[N:31])[cH:32][cH:33]1. The reactants are O=C([O-])[O-], CI, CN(C)C=O, [K+], [K+], c1cnc2ccc(C3(c4cnc5ncc(-c6cn[nH]c6)cn45)CC3)cc2c1. The product is Cn1cc(-c2cnc3ncc(C4(c5ccc6ncccc6c5)CC4)n3c2)cn1. As a reaction SMILES: [C:28](=[O:29])([O-:30])[O-:31].[CH3:34][I:35].[CH3:36][N:37]([CH3:38])[CH:39]=[O:40].[K+:32].[K+:33].[nH:1]1[n:2][cH:3][c:4](-[c:6]2[cH:7][n:8][c:9]3[n:10]([cH:11]2)[c:12]([C:15]2([c:18]4[cH:19][c:20]5[cH:21][cH:22][cH:23][n:24][c:25]5[cH:26][cH:27]4)[CH2:16][CH2:17]2)[cH:13][n:14]3)[cH:5]1>>[n:1]1([CH3:28])[n:2][cH:3][c:4](-[c:6]2[cH:7][n:8][c:9]3[n:10]([cH:11]2)[c:12]([C:15]2([c:18]4[cH:19][c:20]5[cH:21][cH:22][cH:23][n:24][c:25]5[cH:26][cH:27]4)[CH2:16][CH2:17]2)[cH:13][n:14]3)[cH:5]1. The reactants are O=C([O-])[O-], CCOC(C)=O, CC(C)(C)CC1CN(C(=O)c2ccc(=O)[nH]c2)C(c2cccc(Cl)c2F)C1(C#N)c1ccc(Cl)cc1F, [Cs+], [Cs+], CI, CN(C)C=O. Yields the product Cn1cc(C(=O)N2CC(CC(C)(C)C)C(C#N)(c3ccc(Cl)cc3F)C2c2cccc(Cl)c2F)ccc1=O. Reaction SMILES: [C:38](=[O:39])([O-:40])[O-:41].[CH3:51][CH2:52][O:53][C:54]([CH3:55])=[O:56].[Cl:1][c:2]1[c:3]([F:37])[c:4]([CH:8]2[N:9]([C:28](=[O:29])[c:30]3[cH:31][nH:32][c:33](=[O:36])[cH:34][cH:35]3)[CH2:10][CH:11]([CH2:23][C:24]([CH3:25])([CH3:26])[CH3:27])[C:12]2([C:13]#[N:14])[c:15]2[c:16]([F:22])[cH:17][c:18]([Cl:21])[cH:19][cH:20]2)[cH:5][cH:6][cH:7]1.[Cs+:42].[Cs+:43].[I:49][CH3:50].[O:44]=[CH:45][N:46]([CH3:47])[CH3:48]>>[Cl:1][c:2]1[c:3]([F:37])[c:4]([CH:8]2[N:9]([C:28](=[O:29])[c:30]3[cH:31][n:32]([CH3:38])[c:33](=[O:36])[cH:34][cH:35]3)[CH2:10][CH:11]([CH2:23][C:24]([CH3:25])([CH3:26])[CH3:27])[C:12]2([C:13]#[N:14])[c:15]2[c:16]([F:22])[cH:17][c:18]([Cl:21])[cH:19][cH:20]2)[cH:5][cH:6][cH:7]1. Reactants: ClC1=C(C=CC(=C1)Cl)N1C(=C(C=2C1=NC(=CC2N2CCC1(OCCO1)CC2)C)C)C (1-(2,4-dichlorophenyl)-4-(1,4-dioxa-8-azaspiro[4.5]dec-8-yl)-2,3,6-trimethyl-1H-pyrrolo[2,3-b]-pyridine), C(O)([O-])=O.[Na+] (sodium hydrogen-carbonate). The solvent is Cl (hydrochloric acid), Cl (hydrochloric acid), O1CCCC1 (tetrahydrofuran). Conditions: time 8 hour. Product: ClC1=C(C=CC(=C1)Cl)N1C(=C(C=2C1=NC(=CC2N2CCC(CC2)=O)C)C)C (1-(2,4-dichlorophenyl)-4-(4-oxopiperidin-1-yl)-2,3,6-trimethyl-1H-pyrrolo[2,3-b]pyridine). The yield is 81.6%. As a reaction SMILES: [Cl:1][C:2]1[CH:7]=[C:6]([Cl:8])[CH:5]=[CH:4][C:3]=1[N:9]1[C:13]2=[N:14][C:15]([CH3:28])=[CH:16][C:17]([N:18]3[CH2:27][CH2:26][C:21]4(OCC[O:22]4)[CH2:20][CH2:19]3)=[C:12]2[C:11]([CH3:29])=[C:10]1[CH3:30].C(=O)([O-])O.[Na+]>Cl.O1CCCC1>[Cl:1][C:2]1[CH:7]=[C:6]([Cl:8])[CH:5]=[CH:4][C:3]=1[N:9]1[C:13]2=[N:14][C:15]([CH3:28])=[CH:16][C:17]([N:18]3[CH2:27][CH2:26][C:21](=[O:22])[CH2:20][CH2:19]3)=[C:12]2[C:11]([CH3:29])=[C:10]1[CH3:30] |f:1.2|. Reported procedure: After 1-(2,4-dichlorophenyl)-4-(1,4-dioxa-8-azaspiro[4.5]dec-8-yl)-2,3,6-trimethyl-1H-pyrrolo[2,3-b]-pyridine (5.21 g) was stirred in a mixture of 4 M hydrochloric acid (60 mL) and tetrahydrofuran (60 mL) at room temperature for 2.5 hours, 6 M hydrochloric acid (30 mL) was added thereto and the resulting mixture was stirred overnight. After completion of the reaction, the reaction mixture was poured into a saturated aqueous sodium hydrogen-carbonate solution and extracted three times with ethyl ...